This data is from the Open Reaction Database (ORD), a public repository of structured organic reaction records. The task is: describe an organic reaction: reactants, conditions, products, and yield Reactants: C(C)OC(C(=O)N(CC1=CC=C(C=C1)C(F)(F)F)CC1=CC=C(C(=O)O)C=C1)=O (4-({[ethoxy(oxo)acetyl][4-(trifluoromethyl)benzyl]amino}methyl)benzoic acid), Cl.C(CCC)C=1OC2=C(C1CN)C=CC=C2 ([(2-butyl-1-benzofuran-3-yl)methyl]amine hydrochloride), C=1C=CC2=C(C1)N=NN2O (HOBT). The solvent is C(Cl)Cl (DCM). The product is C(C)OC(C(=O)N(CC1=CC=C(C=C1)C(F)(F)F)CC1=CC=C(C=C1)C(=O)NCC1=C(OC2=C1C=CC=C2)CCCC)=O (ethyl{[4-({[(2-butyl-1-benzofuran-3-yl)methyl]amino}carbonyl)-benzyl][4-(trifluoromethyl)benzyl]amino}(oxo)acetate). Yield: 33.0%. As a reaction SMILES: [CH2:1]([O:3][C:4](=[O:29])[C:5]([N:7]([CH2:19][C:20]1[CH:28]=[CH:27][C:23]([C:24]([OH:26])=O)=[CH:22][CH:21]=1)[CH2:8][C:9]1[CH:14]=[CH:13][C:12]([C:15]([F:18])([F:17])[F:16])=[CH:11][CH:10]=1)=[O:6])[CH3:2].Cl.[CH2:31]([C:35]1[O:36][C:37]2[CH:45]=[CH:44][CH:43]=[CH:42][C:38]=2[C:39]=1[CH2:40][NH2:41])[CH2:32][CH2:33][CH3:34].C1C=CC2N(O)N=NC=2C=1>C(Cl)Cl>[CH2:1]([O:3][C:4](=[O:29])[C:5]([N:7]([CH2:19][C:20]1[CH:21]=[CH:22][C:23]([C:24]([NH:41][CH2:40][C:39]2[C:38]3[CH:42]=[CH:43][CH:44]=[CH:45][C:37]=3[O:36][C:35]=2[CH2:31][CH2:32][CH2:33][CH3:34])=[O:26])=[CH:27][CH:28]=1)[CH2:8][C:9]1[CH:10]=[CH:11][C:12]([C:15]([F:16])([F:17])[F:18])=[CH:13][CH:14]=1)=[O:6])[CH3:2] |f:1.2|. Reported procedure: The same procedure as employed in the preparation of Example 1 (step d) but using 4-({[ethoxy(oxo)acetyl][4-(trifluoromethyl)benzyl]amino}methyl)benzoic acid and [(2-butyl-1-benzofuran-3-yl)methyl]amine hydrochloride, HOBT and TEA in DCM gave the title compound as a white solid (33%). 1H NMR (CDCl3, 300 MHz) δ 7.66 (m, 2H), 7.51 (m, 3H), 7.35-7.18 (m, 7H), 6.05 (br s, 1H), 4.64 (s, 2H), 4.44 (s, 2H), 4.29 (m, 4H), 2.78 (m, 2H), 1.66 (m, 2H), 1.46 (m, 2H), 1.24 (m, 3H), 0.88 (m, 3H). M−(LC/MS(ESI... Starting materials: OC=1C=C(C(=O)O)C=C(C1)O (3,5-dihydroxybenzoic acid), S(=O)(Cl)Cl (thionyl chloride), CO (methanol). Yields the product OC=1C=C(C(=O)OC)C=C(C1)O (methyl 3,5-dihydroxybenzoate). As a reaction SMILES: [OH:1][C:2]1[CH:3]=[C:4]([CH:8]=[C:9]([OH:11])[CH:10]=1)[C:5]([OH:7])=[O:6].S(Cl)(Cl)=O.[CH3:16]O>>[OH:1][C:2]1[CH:3]=[C:4]([CH:8]=[C:9]([OH:11])[CH:10]=1)[C:5]([O:7][CH3:16])=[O:6]. Reported procedure: To a solution of 3,5-dihydroxybenzoic acid (30.0 g) in methanol (300 mL) was added dropwise thionyl chloride (20 mL) at 0° C., and the mixture was heated under reflux for 2 hr. The reaction mixture was concentrated, and the obtained crystals were washed with diethyl ether to give the title compound (30.0 g) as a white solid. Starting materials: ClCC1=NN=C(S1)OCC (5-chloromethyl-2-ethoxy-1,3,4-thiadiazole), ClC1=CC=CC(=N1)OC1=CC=C(C=C1)O (4(6-chloro-2-pyridinyloxy)phenol), [H-].[Na+] (sodium hydride), [H][H] (hydrogen), ice water. The solvent is CN(C=O)C (dimethylformamide), CN(C=O)C (dimethylformamide), CN(C=O)C (dimethylformamide). Reaction conditions: temperature 50 celsius, time 30 minute. Product: ClC1=CC=CC(=N1)OC1=CC=C(OCC2=NN=C(S2)OCC)C=C1 (5-[4-(6-chloro-2-pyridinyloxy)-phenoxymethyl]-2-ethoxy-1,3,4-thiadiazole). Isolated yield 67.1%. Reaction SMILES: [Cl:1][C:2]1[N:7]=[C:6]([O:8][C:9]2[CH:14]=[CH:13][C:12]([OH:15])=[CH:11][CH:10]=2)[CH:5]=[CH:4][CH:3]=1.[H-].[Na+].[H][H].Cl[CH2:21][C:22]1[S:26][C:25]([O:27][CH2:28][CH3:29])=[N:24][N:23]=1>CN(C)C=O>[Cl:1][C:2]1[N:7]=[C:6]([O:8][C:9]2[CH:14]=[CH:13][C:12]([O:15][CH2:21][C:22]3[S:26][C:25]([O:27][CH2:28][CH3:29])=[N:24][N:23]=3)=[CH:11][CH:10]=2)[CH:5]=[CH:4][CH:3]=1 |f:1.2|. Reported procedure: At room temperature (about 20° C.), 4.9 g of 4(6-chloro-2-pyridinyloxy)phenol in 40 ml of anhydrous dimethylformamide is dripped into 0.6 g of 100% strength sodium hydride in 20 ml of anhydrous dimethylformamide. To complete the exothermic reaction (evolution of hydrogen) the mixture is stirred for 30 minutes at 50° C. Subsequently, 4 g of 5-chloromethyl-2-ethoxy-1,3,4-thiadiazole in 20 ml of anhydrous dimethylformamide is dripped in and the mixture is stirred for 2 hours at 60° C. and overnight... The solvent is O (H2O). Reactants: 4a, C(C1=CC=CC=C1)NC(=S)OCC1C(C(CC1O)O)CC=CCCCC(=O)OC (Methyl 7-[2-Benzylthiocarbamoyloxymethyl-3,5-dihydroxycyclopentyl]-hept-5-enoate), [OH-].[Li+] (lithium hydroxide), solution. Product: C(C1=CC=CC=C1)NC(=S)OCC1C(C(CC1O)O)CC=CCCCC(=O)O (7-[2-Benzylthiocarbamoyloxymethyl-3,5-dihydroxycyclopentyl]hept-5-enoic acid). The yield is 16.8%. RXN SMILES: [CH2:1]([NH:8][C:9]([O:11][CH2:12][CH:13]1[CH:17]([OH:18])[CH2:16][CH:15]([OH:19])[CH:14]1[CH2:20][CH:21]=[CH:22][CH2:23][CH2:24][CH2:25][C:26]([O:28]C)=[O:27])=[S:10])[C:2]1[CH:7]=[CH:6][CH:5]=[CH:4][CH:3]=1.[OH-].[Li+]>O>[CH2:1]([NH:8][C:9]([O:11][CH2:12][CH:13]1[CH:17]([OH:18])[CH2:16][CH:15]([OH:19])[CH:14]1[CH2:20][CH:21]=[CH:22][CH2:23][CH2:24][CH2:25][C:26]([OH:28])=[O:27])=[S:10])[C:2]1[CH:7]=[CH:6][CH:5]=[CH:4][CH:3]=1 |f:1.2|. Reported procedure: According to the procedures described for 4a the reaction of ester 3c (60 mg, 0.142 mmol) and lithium hydroxide (0.57 mL of a 0.5 N solution in H2O, 0.29 mmol) afforded 9.7 mg (17%) of the title compound after purification by flash column chromatography (silica gel, 100% EtOAc).